This data is from the Open Reaction Database (ORD), a public repository of structured organic reaction records. The task is: describe an organic reaction: reactants, conditions, products, and yield Starting materials: BrC=1C=NC=C(C1)Br (3,5-dibromo-pyridine), C([O-])([O-])=O.[K+].[K+] (potassium carbonate), C(C)B(O)O (ethyl boronic acid). Reagents/catalysts: C1=CC=C(C=C1)P([C-]2C=CC=C2)C3=CC=CC=C3.C1=CC=C(C=C1)P([C-]2C=CC=C2)C3=CC=CC=C3.Cl[Pd]Cl.[Fe+2] ([1,1′-Bis(diphenylphosphino)ferrocene]palladium(II) chloride), [Ag-]=O (silver(I) oxide). Run in C1CCOC1 (THF). Product: BrC=1C=NC=C(C1)CC (3-Bromo-5-ethyl-pyridine). RXN SMILES: Br[C:2]1[CH:3]=[N:4][CH:5]=[C:6]([Br:8])[CH:7]=1.C(=O)([O-])[O-].[K+].[K+].[CH2:15](B(O)O)[CH3:16]>C1C=CC(P(C2C=CC=CC=2)[C-]2C=CC=C2)=CC=1.C1C=CC(P(C2C=CC=CC=2)[C-]2C=CC=C2)=CC=1.Cl[Pd]Cl.[Fe+2].[Ag-]=O.C1COCC1>[Br:8][C:6]1[CH:5]=[N:4][CH:3]=[C:2]([CH2:15][CH3:16])[CH:7]=1 |f:1.2.3,5.6.7.8|. Procedure: 3,5-dibromo-pyridine (0.4 g, 1.688 mmol), potassium carbonate (0.7 g, 5.064 mmol), [1,1′-Bis(diphenylphosphino)ferrocene]palladium(II) chloride (0.138 g, 0.169 mmol), silver(I) oxide (0.902 g, 4.22 mmol), ethyl boronic acid (0.150 g, 2.03 mmol) and THF (8 ml) are mixed together, purged with argon and heated to reflux overnight. After cooling to room temperature the reaction mixture is filtered through Celite® (filter agent) washing with DCM. The DCM is reduced in vacuo and the residue is purifie... The reactants are CC(=O)O, CCc1nc2c(cnn2CC)c(NC2CCOCC2)c1CNC(=O)c1cccc(C(=O)NCc2cc(-c3cccc(C=O)c3)ccc2C)c1, ClCCl, CC(C)(C)OC(=O)N1CCCNCC1. Product: CCc1nc2c(cnn2CC)c(NC2CCOCC2)c1CNC(=O)c1cccc(C(=O)NCc2cc(-c3cccc(CN4CCCNCC4)c3)ccc2C)c1. RXN SMILES: [C:64]([OH:65])(=[O:66])[CH3:67].[CH2:1]([CH3:2])[n:3]1[n:4][cH:5][c:6]2[c:7]1[n:8][c:9]([CH2:48][CH3:49])[c:10]([CH2:19][NH:20][C:21](=[O:22])[c:23]1[cH:24][c:25]([C:29](=[O:30])[NH:31][CH2:32][c:33]3[cH:34][c:35](-[c:40]4[cH:41][c:42]([CH:46]=[O:47])[cH:43][cH:44][cH:45]4)[cH:36][cH:37][c:38]3[CH3:39])[cH:26][cH:27][cH:28]1)[c:11]2[NH:12][CH:13]1[CH2:14][CH2:15][O:16][CH2:17][CH2:18]1.[Cl:68][CH2:69][Cl:70].[N:50]1([C:57]([O:58][C:59]([CH3:60])([CH3:61])[CH3:62])=[O:63])[CH2:51][CH2:52][NH:53][CH2:54][CH2:55][CH2:56]1>>[CH2:1]([CH3:2])[n:3]1[n:4][cH:5][c:6]2[c:7]1[n:8][c:9]([CH2:48][CH3:49])[c:10]([CH2:19][NH:20][C:21](=[O:22])[c:23]1[cH:24][c:25]([C:29](=[O:30])[NH:31][CH2:32][c:33]3[cH:34][c:35](-[c:40]4[cH:41][c:42]([CH2:46][N:50]5[CH2:51][CH2:52][NH:53][CH2:54][CH2:55][CH2:56]5)[cH:43][cH:44][cH:45]4)[cH:36][cH:37][c:38]3[CH3:39])[cH:26][cH:27][cH:28]1)[c:11]2[NH:12][CH:13]1[CH2:14][CH2:15][O:16][CH2:17][CH2:18]1. Starting materials: [Ca+2], O=C(Cl)CCl, Cc1ccc(N)c(O)c1, O=C([O-])[O-], C1COCCO1, O. The product is Cc1ccc(NC(=O)CCl)c(O)c1. Reaction SMILES: [Ca+2:16].[Cl:21][CH2:22][C:23](=[O:24])[Cl:25].[NH2:7][c:8]1[cH:9][cH:10][c:11]([CH3:15])[cH:12][c:13]1[OH:14].[O-:17][C:18](=[O:19])[O-:20].[O:1]1[CH2:2][CH2:3][O:4][CH2:5][CH2:6]1.[OH2:26]>>[NH:7]([c:8]1[cH:9][cH:10][c:11]([CH3:15])[cH:12][c:13]1[OH:14])[C:23]([CH2:22][Cl:21])=[O:24]. The reactants are FC1=C(C(=NN1C)C)C(=O)NC1=C(C=CC=C1)C(CC(C)C)(C)O (5-Fluoro-N-[2-(1-hydroxy-1,3-dimethybutyl)phenyl]-1,3-dimethyl-1-H-pyrazole-4-carboxamide), C1(=CC=C(C=C1)S(=O)(=O)O)C (p-toluenesulphonic acid), O (water). The solvent is C1(=CC=CC=C1)C (toluene). Reaction conditions: time 2 hour. Yields the product FC1=C(C(=NN1C)C)C1=NC2=C(C(O1)(C)CC(C)C)C=CC=C2 (2-(5-fluoro-1,3-dimethyl-1H-pyrazol-4-yl)-4-isobutyl-4-methyl-4H-3,1-benzoxazine). The yield is 63.0%. RXN SMILES: [F:1][C:2]1[N:6]([CH3:7])[N:5]=[C:4]([CH3:8])[C:3]=1[C:9]([NH:11][C:12]1[CH:17]=[CH:16][CH:15]=[CH:14][C:13]=1[C:18]([OH:24])([CH3:23])[CH2:19][CH:20]([CH3:22])[CH3:21])=O.C1(C)C=CC(S(O)(=O)=O)=CC=1.O>C1(C)C=CC=CC=1>[F:1][C:2]1[N:6]([CH3:7])[N:5]=[C:4]([CH3:8])[C:3]=1[C:9]1[O:24][C:18]([CH2:19][CH:20]([CH3:21])[CH3:22])([CH3:23])[C:13]2[CH:14]=[CH:15][CH:16]=[CH:17][C:12]=2[N:11]=1. Procedure details: The above product from step 2 is boiled in 150 ml of toluene with 0.2 g of p-toluenesulphonic acid on a water separator for 2 h. The mixture is washed with aqueous sodium bicarbonate solution and the organic phase is concentrated under reduced pressure. By stirring with heptane, it is possible to precipitate and remove by filtration the N-(2-acetylphenyl)-5-fluoro-1,3-dimethyl-1H-pyrazole-4-carboxamide still present from the previous step. Chromatography gives 7.2 g (purity 85.1%; 63% of theory)...